The task is: describe an organic reaction: reactants, conditions, products, and yield. This data is from the Open Reaction Database (ORD), a public repository of structured organic reaction records. Reaction SMILES: [C:52]([O-:53])(=[O:54])[CH3:55].[C:57]([O-:58])(=[O:59])[CH3:60].[CH3:46][CH2:47][O:48][C:49](=[O:50])[CH3:51].[Cl:16][c:17]1[cH:18][cH:19][c:20]2[c:21]([NH:34][C:35]([CH2:36][CH2:37][CH3:38])=[O:39])[n:22][n:23]([CH2:26][O:27][CH2:28][CH2:29][Si:30]([CH3:31])([CH3:32])[CH3:33])[c:24]2[cH:25]1.[Cs+:15].[F-:14].[F:1][C:2]([c:3]1[cH:4][cH:5][c:6]([B:9]([OH:10])[OH:11])[cH:7][cH:8]1)([F:12])[F:13].[O:40]1[CH2:41][CH2:42][O:43][CH2:44][CH2:45]1.[Pd+2:56]>>[F:1][C:2]([c:3]1[cH:4][cH:5][c:6](-[c:17]2[cH:18][cH:19][c:20]3[c:21]([NH:34][C:35]([CH2:36][CH2:37][CH3:38])=[O:39])[n:22][n:23]([CH2:26][O:27][CH2:28][CH2:29][Si:30]([CH3:31])([CH3:32])[CH3:33])[c:24]3[cH:25]2)[cH:7][cH:8]1)([F:12])[F:13]. Starting materials: CC(=O)[O-], CC(=O)[O-], CCOC(C)=O, CCCC(=O)Nc1nn(COCC[Si](C)(C)C)c2cc(Cl)ccc12, [Cs+], [F-], OB(O)c1ccc(C(F)(F)F)cc1, C1COCCO1, [Pd+2]. Yields the product CCCC(=O)Nc1nn(COCC[Si](C)(C)C)c2cc(-c3ccc(C(F)(F)F)cc3)ccc12. Starting materials: C1NCCC=2NC=3C=CC=CC3C21 (2,3,4,5-tetrahydro-1H-pyrido[4,3-b]indole), C1(=C(C(=C(C(=C1F)F)F)N)F)N.Cl.Cl (dihydrochloride), Br.N1=C(C=CC=C1)CCCBr (3-pyridinylpropyl bromide hydrobromide), N1=C(C=CC=C1)CCCCBr (4-pyridinylbutyl bromide). The product is N1=CC(=CC=C1)CCCN1CC2=C(NC=3C=CC=CC23)CC1 (2,3,4,5-Tetrahydro-2-[3-(3-pyridinyl)propyl]-1H-pyrido[4,3-b]indole). As a reaction SMILES: [CH2:1]1[C:13]2[C:12]3[CH:11]=[CH:10][CH:9]=[CH:8][C:7]=3[NH:6][C:5]=2[CH2:4][CH2:3][NH:2]1.Br.[N:15]1[CH:20]=[CH:19][CH:18]=[CH:17][C:16]=1CCCBr.N1C=CC=[CH:27][C:26]=1[CH2:31]CCCBr.C1(N)C(F)=C(F)C(F)=C(N)C=1F.Cl.Cl>>[N:15]1[CH:16]=[CH:17][CH:18]=[C:19]([CH2:27][CH2:26][CH2:31][N:2]2[CH2:3][CH2:4][C:5]3[NH:6][C:7]4[CH:8]=[CH:9][CH:10]=[CH:11][C:12]=4[C:13]=3[CH2:1]2)[CH:20]=1 |f:1.2,4.5.6|. Procedure: The title compound was prepared following the procedure of Example 1 with the exception 2,3,4,5-tetrahydro-1H-pyrido[4,3-b]indole was used instead of 8-fluoro-2,3,4,5-tetrahydro-1H-pyrido[4,3-b]indole and 3-pyridinylpropyl bromide hydrobromide replaced the 4-pyridinylbutyl bromide salt. The product was converted to the dihydrochloride salt; mp 223°-225° C. RXN SMILES: C(OC([NH:8][CH2:9][CH2:10][CH2:11][CH2:12][S:13]([N:16]([C:18]1[N:27]=[C:26]([C:28]([O:30][CH3:31])=[O:29])[C:25]([O:32][S:33]([C:36]2[CH:42]=[CH:41][C:39]([CH3:40])=[CH:38][CH:37]=2)(=[O:35])=[O:34])=[C:24]2[C:19]=1[CH:20]=[CH:21][CH:22]=[N:23]2)[CH3:17])(=[O:15])=[O:14])=O)(C)(C)C.FC(F)(F)C(O)=O>ClCCl>[NH2:8][CH2:9][CH2:10][CH2:11][CH2:12][S:13]([N:16]([C:18]1[N:27]=[C:26]([C:28]([O:30][CH3:31])=[O:29])[C:25]([O:32][S:33]([C:36]2[CH:42]=[CH:41][C:39]([CH3:40])=[CH:38][CH:37]=2)(=[O:34])=[O:35])=[C:24]2[C:19]=1[CH:20]=[CH:21][CH:22]=[N:23]2)[CH3:17])(=[O:15])=[O:14]. The product is NCCCCS(=O)(=O)N(C)C1=C2C=CC=NC2=C(C(=N1)C(=O)OC)OS(=O)(=O)C1=CC=C(C)C=C1 (Methyl 5-(4-amino-N-methylbutylsulfonamido)-8-(tosyloxy)-1,6-naphthyridine-7-carboxylate). Reported procedure: To a solution of methyl 5-(4-(tert-butoxycarbonylamino)-N-methylbutylsulfonamido)-8-(tosyloxy)-1,6-naphthyridine-7-carboxylate (Example 3.1; 5.52 mmol) in dichloro methane (5 mL) was added trifluoro acetic acid (5 mL) at 0° C. After addition the reaction was warmed to room temperature. The solvent was evaporated and the residue was co-evaporated with toluene (3×). The resulting residue was dried under vacuum and used in the next step (Example 3.3) without further purification. Run in ClCCl (dichloro methane). Reactants: C(C)(C)(C)OC(=O)NCCCCS(=O)(=O)N(C)C1=C2C=CC=NC2=C(C(=N1)C(=O)OC)OS(=O)(=O)C1=CC=C(C)C=C1 (methyl 5-(4-(tert-butoxycarbonylamino)-N-methylbutylsulfonamido)-8-(tosyloxy)-1,6-naphthyridine-7-carboxylate), FC(C(=O)O)(F)F (trifluoro acetic acid). Starting materials: COC1=CC=C(CN(C2=NC=C(C=N2)C=2C3=C(N=C(N2)N2CCOCC2)NCC3)CC3=CC=C(C=C3)OC)C=C1 (bis-(4-methoxy-benzyl)-[5-(2-morpholin-4-yl-6,7-dihydro-5H-pyrrolo[2,3-d]pyrimidin-4-yl)-pyrimidin-2-yl]-amine), BrC1=CC=C(C=C1)S(=O)(=O)N(CCCO)C(=O)OC(C)(C)C (4-bromo-N-Boc-N-(3-hydroxy-propyl)-benzenesulfonamide), COC(C1=CC=C(C=C1)Br)=O (4-bromobenzoic acid methyl ester). Product: COC1=CC=C(CN(C2=NC=C(C=N2)C=2C3=C(N=C(N2)N2CCOCC2)N(CC3)C3=CC=C(C=C3)S(=O)(=O)NCCCO)CC3=CC=C(C=C3)OC)C=C1 (4-(4-{2-[bis-(4-methoxy-benzyl)-amino]-pyrimidin-5-yl}-2-morpholin-4-yl-5,6-dihydro-pyrrolo[2,3-d]pyrimidin-7-yl)-N-(3-hydroxy-propyl)-benzenesulfonamide). As a reaction SMILES: [CH3:1][O:2][C:3]1[CH:40]=[CH:39][C:6]([CH2:7][N:8]([CH2:30][C:31]2[CH:36]=[CH:35][C:34]([O:37][CH3:38])=[CH:33][CH:32]=2)[C:9]2[N:14]=[CH:13][C:12]([C:15]3[C:16]4[CH2:29][CH2:28][NH:27][C:17]=4[N:18]=[C:19]([N:21]4[CH2:26][CH2:25][O:24][CH2:23][CH2:22]4)[N:20]=3)=[CH:11][N:10]=2)=[CH:5][CH:4]=1.Br[C:42]1[CH:47]=[CH:46][C:45]([S:48]([N:51](C(OC(C)(C)C)=O)[CH2:52][CH2:53][CH2:54][OH:55])(=[O:50])=[O:49])=[CH:44][CH:43]=1.COC(=O)C1C=CC(Br)=CC=1>>[CH3:38][O:37][C:34]1[CH:33]=[CH:32][C:31]([CH2:30][N:8]([CH2:7][C:6]2[CH:5]=[CH:4][C:3]([O:2][CH3:1])=[CH:40][CH:39]=2)[C:9]2[N:10]=[CH:11][C:12]([C:15]3[C:16]4[CH2:29][CH2:28][N:27]([C:42]5[CH:47]=[CH:46][C:45]([S:48]([NH:51][CH2:52][CH2:53][CH2:54][OH:55])(=[O:50])=[O:49])=[CH:44][CH:43]=5)[C:17]=4[N:18]=[C:19]([N:21]4[CH2:26][CH2:25][O:24][CH2:23][CH2:22]4)[N:20]=3)=[CH:13][N:14]=2)=[CH:36][CH:35]=1. Procedure: Using bis-(4-methoxy-benzyl)-[5-(2-morpholin-4-yl-6,7-dihydro-5H-pyrrolo[2,3-d]pyrimidin-4-yl)-pyrimidin-2-yl]-amine (120 mg) and 4-bromo-N-Boc-N-(3-hydroxy-propyl)-benzenesulfonamide (105 mg) obtained in the same manner as Example 1-D-80 instead of 4-bromobenzoic acid methyl ester in Example 1-D-08, in the same manner as Example 1-D-08, a crude product of 4-(4-{2-[bis-(4-methoxy-benzyl)-amino]-pyrimidin-5-yl}-2-morpholin-4-yl-5,6-dihydro-pyrrolo[2,3-d]pyrimidin-7-yl)-N-(3-hydroxy-propyl)-benzen...